From a dataset of the Open Reaction Database (ORD), a public repository of structured organic reaction records. describe an organic reaction: reactants, conditions, products, and yield The reactants are C(C)(=O)OCC1=CS[C@H]2N(C1C(=O)O)C(C2NC(CC2=CC=CC=C2)=O)=O (3-acetoxymethyl-7-(N-phenylacetyl-amino)-ceph-2-em-4ξ-carboxylic acid), C1(=CC=CC=C1)O (phenol). The solvent is FC(C(=O)O)(F)F (trifluoroacetic acid), C1(=CC=CC=C1)C (toluene). Reaction conditions: time 15 minute. The product is OC1=CC=C(CC2=CS[C@H]3N(C2C(=O)O)C(C3NC(CC3=CC=CC=C3)=O)=O)C=C1 (3-(4-hydroxy-benzyl)-7-(N-phenylacetyl-amino)-ceph-2-em-4ξ-carboxylic acid). RXN SMILES: C(O[CH2:5][C:6]1[CH:11]([C:12]([OH:14])=[O:13])[N:10]2[C:15](=[O:27])[CH:16]([NH:17][C:18](=[O:26])[CH2:19][C:20]3[CH:25]=[CH:24][CH:23]=[CH:22][CH:21]=3)[C@H:9]2[S:8][CH:7]=1)(=O)C.[C:28]1([OH:34])[CH:33]=[CH:32][CH:31]=[CH:30][CH:29]=1>FC(F)(F)C(O)=O.C1(C)C=CC=CC=1>[OH:34][C:28]1[CH:33]=[CH:32][C:31]([CH2:5][C:6]2[CH:11]([C:12]([OH:14])=[O:13])[N:10]3[C:15](=[O:27])[CH:16]([NH:17][C:18](=[O:26])[CH2:19][C:20]4[CH:25]=[CH:24][CH:23]=[CH:22][CH:21]=4)[C@H:9]3[S:8][CH:7]=2)=[CH:30][CH:29]=1. Procedure: 1.95 g of 3-acetoxymethyl-7-(N-phenylacetyl-amino)-ceph-2-em-4ξ-carboxylic acid are dissolved in a solution of 4.7 g of phenol in 15 ml of trifluoroacetic acid, and the solution is left to stand for 15 minutes at room temperature and is then diluted with an equal amount of toluene. After evaporation under reduced pressure, the residue is taken up in 100 ml of acetic acid ethyl ester and 50 ml of an aqueous 10% strength dipotassium hydrogen phosphate solution, the mixture is well shaken and the o... Reactants: CS(=O)(=O)c1ccc2c(Cl)c(C(N)=O)sc2c1, ClCCl, O=C(OC(=O)C(F)(F)F)C(F)(F)F, c1ccncc1. Product: CS(=O)(=O)c1ccc2c(Cl)c(C#N)sc2c1. Reaction SMILES: [Cl:1][c:2]1[c:3]2[c:4]([s:5][c:6]1[C:7](=[O:8])[NH2:9])[cH:10][c:11]([S:14](=[O:15])(=[O:16])[CH3:17])[cH:12][cH:13]2.[Cl:37][CH2:38][Cl:39].[F:18][C:19]([F:20])([F:21])[C:22]([O:23][C:24](=[O:25])[C:26]([F:27])([F:28])[F:29])=[O:30].[cH:31]1[cH:32][cH:33][n:34][cH:35][cH:36]1>>[Cl:1][c:2]1[c:3]2[c:4]([s:5][c:6]1[C:7]#[N:9])[cH:10][c:11]([S:14](=[O:15])(=[O:16])[CH3:17])[cH:12][cH:13]2. Starting materials: C=C1CC(=O)O1 (diketene), F (hydrofluoric acid), C1CCCC2=CC=CC=C12 (tetrahydronaphthalene), C(CCCCCCCCCCC)C1=CC=CC=C1 (dodecyl-benzene). Reaction conditions: time 12 hour. Product: C(CC(=O)C)(=O)C1CCCC2=CC=CC=C12 (acetoacetyl-tetrahydronaphthalene), C(CC(=O)C)(=O)C1=C(C=CC=C1)CCCCCCCCCCCC (acetoacetyl-dodecyl-benzene). Yield: 40.0%. Reaction SMILES: [CH2:1]=[C:2]1[O:6][C:4](=[O:5])[CH2:3]1.F.[CH2:8]1[C:17]2[C:12](=[CH:13][CH:14]=[CH:15][CH:16]=2)[CH2:11][CH2:10][CH2:9]1.[CH2:18]([C:30]1[CH:35]=[CH:34][CH:33]=[CH:32][CH:31]=1)[CH2:19][CH2:20][CH2:21][CH2:22][CH2:23][CH2:24][CH2:25][CH2:26][CH2:27][CH2:28][CH3:29]>>[C:4]([CH:16]1[C:17]2[C:12](=[CH:11][CH:10]=[CH:9][CH:8]=2)[CH2:13][CH2:14][CH2:15]1)(=[O:5])[CH2:3][C:2]([CH3:1])=[O:6].[C:4]([C:31]1[CH:32]=[CH:33][CH:34]=[CH:35][C:30]=1[CH2:18][CH2:19][CH2:20][CH2:21][CH2:22][CH2:23][CH2:24][CH2:25][CH2:26][CH2:27][CH2:28][CH3:29])(=[O:5])[CH2:3][C:2]([CH3:1])=[O:6]. Procedure details: 100.8 g (1.2 mols) of diketene were added dropwise at -30°C to 0.5 1 of anhydrous hydrofluoric acid and a mixture of 0.6 mol of tetrahydronaphthalene and 0.6 mol of commercial grade dodecyl-benzene were dropped in. After stirring for 12 hours at room temperature, the reaction mixture was stirred into 3 1 of icewater. After extraction with methylene chloride, wahing with water to remove the acid from the organic phase and distillation of the methylene chloride, distillation of the reaction yielde... Starting materials: CC(=CCBr)CCC=C(CCC=C(CCC=C(C)C)C)C (3,7, 11,15-tetramethyl-2,6,10,14-hexadecatetraenyl bromide), COC(CO)CO (2-O-methylglycerin), [OH-].[K+] (potassium hydroxide), O (water). Run in CS(=O)C (dimethyl sulfoxide), O1CCCC1 (tetrahydrofuran). Run at time 2 hour. Yields the product CC(=CCOCC(CO)OC)CCC=C(CCC=C(CCC=C(C)C)C)C (3-(3,7,11,15-Tetramethyl-2,6,10,14-hexadecatetraenyloxy)-2-methoxypropanol). RXN SMILES: [CH3:1][C:2]([CH2:6][CH2:7][CH:8]=[C:9]([CH3:21])[CH2:10][CH2:11][CH:12]=[C:13]([CH3:20])[CH2:14][CH2:15][CH:16]=[C:17]([CH3:19])[CH3:18])=[CH:3][CH2:4]Br.[CH3:22][O:23][CH:24]([CH2:27][OH:28])[CH2:25][OH:26].[OH-].[K+].O>CS(C)=O.O1CCCC1>[CH3:1][C:2]([CH2:6][CH2:7][CH:8]=[C:9]([CH3:21])[CH2:10][CH2:11][CH:12]=[C:13]([CH3:20])[CH2:14][CH2:15][CH:16]=[C:17]([CH3:19])[CH3:18])=[CH:3][CH2:4][O:26][CH2:25][CH:24]([O:23][CH3:22])[CH2:27][OH:28] |f:2.3|. Procedure: In a mixture of 20 ml of dimethyl sulfoxide and 12 ml of tetrahydrofuran were dissolved 2.2 g of 3-(3,7, 11,15-tetramethyl-2,6,10,14-hexadecatetraenyl bromide and 2.3 g of 2-O-methylglycerin, and 2.0 g of powdered potassium hydroxide was added. The mixture was stirred for 2 hours, poured into cold water and extracted with ethyl acetate. The extract was washed with water, dried and concentrated. The residue was purified by chromatography on a silica gel column to give 1.15 g of the above-identifi... Starting materials: [OH-].[Na+] (sodium hydroxide), C1(=CC=CC=C1)N1C(NC(=C1C1=CC=CC=C1)C1=CC=CC=C1)=O (1,4,5-Triphenylimidazol-2-one), BrCCCCCCCCC(=O)OCC (ethyl 9-bromononanoate), C([O-])([O-])=O.[K+].[K+] (potassium carbonate). Solvent: CC(CC)=O (butanone), O (water), C(C)O (ethanol). Yields the product C1(=CC=CC=C1)N1C(N(C(=C1C1=CC=CC=C1)C1=CC=CC=C1)CCCCCCCCC(=O)O)=O (9-(3,4,5-Triphenyl-2-oxo-2,3-dihydroimidazol-1-yl)nonanoic acid). RXN SMILES: [C:1]1([N:7]2[C:11]([C:12]3[CH:17]=[CH:16][CH:15]=[CH:14][CH:13]=3)=[C:10]([C:18]3[CH:23]=[CH:22][CH:21]=[CH:20][CH:19]=3)[NH:9][C:8]2=[O:24])[CH:6]=[CH:5][CH:4]=[CH:3][CH:2]=1.Br[CH2:26][CH2:27][CH2:28][CH2:29][CH2:30][CH2:31][CH2:32][CH2:33][C:34]([O:36]CC)=[O:35].C(=O)([O-])[O-].[K+].[K+].[OH-].[Na+]>CC(=O)CC.C(O)C.O>[C:1]1([N:7]2[C:11]([C:12]3[CH:17]=[CH:16][CH:15]=[CH:14][CH:13]=3)=[C:10]([C:18]3[CH:23]=[CH:22][CH:21]=[CH:20][CH:19]=3)[N:9]([CH2:26][CH2:27][CH2:28][CH2:29][CH2:30][CH2:31][CH2:32][CH2:33][C:34]([OH:36])=[O:35])[C:8]2=[O:24])[CH:6]=[CH:5][CH:4]=[CH:3][CH:2]=1 |f:2.3.4,5.6|. Procedure: 1,4,5-Triphenylimidazol-2-one was treated with ethyl 9-bromononanoate and potassium carbonate in butanone, followed by sodium hydroxide in ethanol and water, to give after work-up the title compound, m.p. 123°-124° C., Found:C, 76.9;H, 6.9;N, 5.7%;C30H32N2O3 requires: C, 76.9; H, 6.9; N, 6.0% The reactants are Cl.N1=CC=CC=C1 (pyridine hydrochloride), N12CC(C(CC1)CC2)=O (3-quinuclidinone), N[C@@H](CC1=CC=CC=C1)C(=O)OC(C)(C)C (Phe-O-t-Bu), C(#N)[BH3-].[Na+] (sodium cyanoborohydride). Procedure: To a solution of 0.09 g (56.25 mmol) 3-quinuclidinone and 4.15 g (18.75 mmol) Phe-O-t-Bu in 50 ml methanol was added over a 12 hour period a solution of 2.95 g (46.9 mmol) sodium cyanoborohydride in 13 ml methanol. After stirring for an additional 8 hours, 5.78 g (50.0 mmol) pyridine hydrochloride was added and after 11/2 hours stirring, sodium chloride was removed by filtration. The filtrate was concentrated to a foam which was treated with 15 ml methanol and 50 ml ethyl acetate to give a slurr... The yield is 74.0%. RXN SMILES: [N:1]12[CH2:8][CH2:7][CH:4]([CH2:5][CH2:6]1)[C:3](=[O:9])[CH2:2]2.N[C@H](C(OC(C)(C)C)=O)CC1C=CC=CC=1.C([BH3-])#N.[Na+].[ClH:30].N1C=CC=CC=1>CO>[ClH:30].[OH:9][CH:3]1[CH:4]2[CH2:7][CH2:8][N:1]([CH2:6][CH2:5]2)[CH2:2]1 |f:2.3,4.5,7.8|. Reaction conditions: time 8 hour. Solvent: CO (methanol), CO (methanol). Product: Cl.OC1CN2CCC1CC2 (3-hydroxy quinuclidine hydrochloride). The reactants are CCOC(=O)CC(C)(Cc1ccc(OCCCNc2ccccn2)cc1)c1cccnc1, CO, [Na+], [OH-], O=C(O)C(F)(F)F. Product: CC(CC(=O)O)(Cc1ccc(OCCCNc2ccccn2)cc1)c1cccnc1. Reaction SMILES: [CH3:1][C:2]([CH2:3][C:4](=[O:5])[O:6][CH2:7][CH3:8])([CH2:9][c:10]1[cH:11][cH:12][c:13]([O:16][CH2:17][CH2:18][CH2:19][NH:20][c:21]2[n:22][cH:23][cH:24][cH:25][cH:26]2)[cH:14][cH:15]1)[c:27]1[cH:28][n:29][cH:30][cH:31][cH:32]1.[CH3:40][OH:41].[Na+:43].[OH-:42].[OH:33][C:34]([C:35]([F:36])([F:37])[F:38])=[O:39]>>[CH3:1][C:2]([CH2:3][C:4](=[O:5])[OH:6])([CH2:9][c:10]1[cH:11][cH:12][c:13]([O:16][CH2:17][CH2:18][CH2:19][NH:20][c:21]2[n:22][cH:23][cH:24][cH:25][cH:26]2)[cH:14][cH:15]1)[c:27]1[cH:28][n:29][cH:30][cH:31][cH:32]1. Starting materials: CC(=O)O[BH-](OC(C)=O)OC(C)=O, COC(=O)c1cn(C(=O)OC(C)(C)C)c2nccc(C=O)c12, Cl, CCC(N)C(=O)OC(C)(C)C, [Na+]. The product is CCC(NCc1ccnc2c1c(C(=O)OC)cn2C(=O)OC(C)(C)C)C(=O)OC(C)(C)C. Reaction SMILES: [C:1]([O:2][BH-:3]([O:4][C:5](=[O:6])[CH3:7])[O:8][C:9](=[O:10])[CH3:11])(=[O:12])[CH3:13].[CH:27](=[O:28])[c:29]1[c:30]2[c:31]([n:32][cH:33][cH:34]1)[n:35]([C:42](=[O:43])[O:44][C:45]([CH3:46])([CH3:47])[CH3:48])[cH:36][c:37]2[C:38](=[O:39])[O:40][CH3:41].[ClH:15].[NH2:16][CH:17]([C:18](=[O:19])[O:20][C:21]([CH3:22])([CH3:23])[CH3:24])[CH2:25][CH3:26].[Na+:14]>>[NH:16]([CH:17]([C:18](=[O:19])[O:20][C:21]([CH3:22])([CH3:23])[CH3:24])[CH2:25][CH3:26])[CH2:27][c:29]1[c:30]2[c:31]([n:32][cH:33][cH:34]1)[n:35]([C:42](=[O:43])[O:44][C:45]([CH3:46])([CH3:47])[CH3:48])[cH:36][c:37]2[C:38](=[O:39])[O:40][CH3:41].